This data is from the Open Reaction Database (ORD), a public repository of structured organic reaction records. The task is: describe an organic reaction: reactants, conditions, products, and yield Reactants: CC(=O)Oc1ccc(C(=O)c2ccc(CSc3nc4ccsc4c(=O)n3C)cc2)cc1, C1CCOC1. Product: Cn1c(SCc2ccc(C(=O)c3ccc(O)cc3)cc2)nc2ccsc2c1=O. As a reaction SMILES: [C:1](=[O:2])([CH3:3])[O:4][c:5]1[cH:6][cH:7][c:8]([C:9](=[O:10])[c:11]2[cH:12][cH:13][c:14]([CH2:15][S:16][c:17]3[n:18]([CH3:27])[c:19](=[O:26])[c:20]4[c:21]([n:22]3)[cH:23][cH:24][s:25]4)[cH:28][cH:29]2)[cH:30][cH:31]1.[CH2:32]1[O:33][CH2:34][CH2:35][CH2:36]1>>[OH:4][c:5]1[cH:6][cH:7][c:8]([C:9](=[O:10])[c:11]2[cH:12][cH:13][c:14]([CH2:15][S:16][c:17]3[n:18]([CH3:27])[c:19](=[O:26])[c:20]4[c:21]([n:22]3)[cH:23][cH:24][s:25]4)[cH:28][cH:29]2)[cH:30][cH:31]1. Starting materials: [H-].[H-].[H-].[H-].[Li+].[Al+3] (LAH), CC1=CC=2C3=C(N(C2C=C1)C(C(C1=CC=NC=C1)=O)(C)C)CCN(C3)C=O (8-methyl-5-(2-methyl-1-oxo-1-(pyridin-4-yl)propan-2-yl)-3,4-dihydro-1H-pyrido[4,3-b]indole-2(5H)-carbaldehyde), C1CCOC1 (THF). Conditions: time 10 minute. The product is CO\C(=C(\C)/N1C2=C(C=3C=C(C=CC13)C)CN(CC2)C)\C2=CC=NC=C2 ((Z)-5-(1-methoxy-1-(pyridin-4-yl)prop-1-en-2-yl)-2,8-dimethyl-2,3,4,5-tetrahydro-1H-pyrido[4,3-b]indole). Reaction SMILES: [H-].[H-].[H-].[H-].[Li+].[Al+3].[CH3:7][C:8]1[CH:16]=[CH:15][C:14]2[N:13]([C:17](C)([CH3:26])[C:18](=[O:25])[C:19]3[CH:24]=[CH:23][N:22]=[CH:21][CH:20]=3)[C:12]3[CH2:28][CH2:29][N:30]([CH:32]=O)[CH2:31][C:11]=3[C:10]=2[CH:9]=1.[CH2:34]1COCC1>>[CH3:34][O:25]/[C:18](/[C:19]1[CH:24]=[CH:23][N:22]=[CH:21][CH:20]=1)=[C:17](\[N:13]1[C:14]2[CH:15]=[CH:16][C:8]([CH3:7])=[CH:9][C:10]=2[C:11]2[CH2:31][N:30]([CH3:32])[CH2:29][CH2:28][C:12]1=2)/[CH3:26] |f:0.1.2.3.4.5|. Procedure: LAH (87 mg, 52.63 mmol) was taken in dry THF (10 mL) under inert atmosphere stirred for 10 min, 8-methyl-5-(2-methyl-1-oxo-1-(pyridin-4-yl)propan-2-yl)-3,4-dihydro-1H-pyrido[4,3-b]indole-2(5H)-carbaldehyde (0.33 g, 0.914 mmol) was added portionwise and stirred at RT for 1 h. The reaction was monitored by TLC. LAH was quenched with sat. sodium sulfate (aqueous) at 0° C., filtered the reaction mass. The filtrate was extracted with EtOAc, dried over anhydrous sodium sulfate and evaporated to drynes... Starting materials: [N+](=O)([O-])C1=C(C=CC=C1)NCC1=CC(=C(C(=C1)OC)OC)OC ([(2-Nitrophenyl)]-3,4,5-trimethoxybenzylamine), ice water, C([O-])(O)=O.[Na+] (sodium bicarbonate), ( 4 ). The product is NC1=C(C=CC=C1)NCC1=CC(=C(C(=C1)OC)OC)OC ([(2-Aminophenyl)]-3,4,5-trimethoxybenzylamine). Solvent: C(C)(=O)OCC (ethyl acetate). As a reaction SMILES: [N+:1]([C:4]1[CH:9]=[CH:8][CH:7]=[CH:6][C:5]=1[NH:10][CH2:11][C:12]1[CH:17]=[C:16]([O:18][CH3:19])[C:15]([O:20][CH3:21])=[C:14]([O:22][CH3:23])[CH:13]=1)([O-])=O.C(=O)(O)[O-].[Na+]>C(OCC)(=O)C>[NH2:1][C:4]1[CH:9]=[CH:8][CH:7]=[CH:6][C:5]=1[NH:10][CH2:11][C:12]1[CH:13]=[C:14]([O:22][CH3:23])[C:15]([O:20][CH3:21])=[C:16]([O:18][CH3:19])[CH:17]=1 |f:1.2|. Reported procedure: [(2-Nitrophenyl)]-3,4,5-trimethoxybenzylamine (15.01 mmol, 5.0 g) in ethyl acetate (150 ml) is charged with SnCl22H2O (94.2 mmol, 7.84 ml), and is refluxed for four (4) hours. The mixture is poured into ice water (100 g), sodium bicarbonate is added to achieve pH 7. and the reaction mixture is extracted with ethyl acetate (3×50 ml). The organic layers are dried with MgSO4, are filtered and evaporated (45%) Starting materials: [H-].[Na+] (sodium hydride), C(C)(C)(C)OC(=O)N1C[C@@H](CC1)OS(=O)(=O)C ((3R)-1-t-butoxycarbonyl-3-methanesulfonyloxypyrrolidine), [Cl-].[Na+] (sodium chloride), COC1=CC=C(CS)C=C1 (4-methoxybenzyl mercaptan). The solvent is CN(C=O)C (dimethylformamide), CN(C=O)C (dimethylformamide). Conditions: time 30 minute. Product: C(C)(C)(C)OC(=O)N1C[C@H](CC1)SCC1=CC=C(C=C1)OC ((3S)-1-t-Butoxycarbonyl-3-(4-methoxybenzylthio)-pyrrolidine). As a reaction SMILES: [H-].[Na+].[CH3:3][O:4][C:5]1[CH:12]=[CH:11][C:8]([CH2:9][SH:10])=[CH:7][CH:6]=1.[C:13]([O:17][C:18]([N:20]1[CH2:24][CH2:23][C@@H:22](OS(C)(=O)=O)[CH2:21]1)=[O:19])([CH3:16])([CH3:15])[CH3:14].[Cl-].[Na+]>CN(C)C=O>[C:13]([O:17][C:18]([N:20]1[CH2:24][CH2:23][C@H:22]([S:10][CH2:9][C:8]2[CH:11]=[CH:12][C:5]([O:4][CH3:3])=[CH:6][CH:7]=2)[CH2:21]1)=[O:19])([CH3:16])([CH3:14])[CH3:15] |f:0.1,4.5|. Procedure: 5.32 g of sodium hydride (as a 55% w/w dispersion in mineral oil) were added, whilst ice-cooling, to a solution of 16.86 ml of 4-methoxybenzyl mercaptan dissolved in 200 ml of dry dimethylformamide, and the mixture was then stirred at room temperature for 30 minutes. At the end of this time, a solution of 31.00 g of (3R)-1-t-butoxycarbonyl-3-methanesulfonyloxypyrrolidine [prepared as described in step (1) above] in 50 ml of dry dimethylformamide was added to the reaction mixture. The mixture was... Reactants: COC1=C(C=C2CCCC(C2=C1)C#N)C (7-methoxy-6-methyl-1,2,3,4-tetrahydronaphthalenecarbonitrile), C(CN)N (ethylenediamine), C1(=CC=C(C=C1)S(=O)(=O)O)C (p-toluenesulfonic acid). Product: N1C(=NCC1)C1CCOC2=CC(=C(C=C12)OC)C (4-(2-Imidazolin-2-Yl)-6-Methoxy-7-Methylchromane). RXN SMILES: [CH3:1][O:2][C:3]1[CH:12]=[C:11]2[C:6](C[CH2:8][CH2:9][CH:10]2[C:13]#[N:14])=[CH:5][C:4]=1[CH3:15].[CH2:16]([NH2:19])[CH2:17]N.C1(C)C=CC(S(O)(=O)=[O:27])=CC=1>>[NH:19]1[CH2:16][CH2:17][N:14]=[C:13]1[CH:10]1[C:11]2[C:6](=[CH:5][C:4]([CH3:15])=[C:3]([O:2][CH3:1])[CH:12]=2)[O:27][CH2:8][CH2:9]1. Reported procedure: This compound was prepared in a manner analogous to that of Step G of Example 1, by the reaction of 0.5 gram (0.002 mole) of 7-methyl-6-methoxychromane-4-carbonitrile (iv) and 2 grams (0.008 mole) of the ethylenediamine salt of p-toluenesulfonic acid (prepared in Step F of Example 1). The reaction product was purified by column chromatography on Grade II basic alumina (3% water) using a 99:1 mixture of methylene chloride and methanol, respectively, as an eluant. The appropriate fractions of elua... Starting materials: N (ammonia), C1(=CC=C(C=C1)S(=O)(=O)O)C.NC(C#N)C#N (aminomalononitrile p-toluenesulfonate), C(C)(OC)(OC)OC (Trimethyl orthoacetate), C(C)(C)N(C(C)C)CC (N,N-Diisopropylethylamine), Cl.CN (methylamine hydrochloride). Solvent: C(C)#N (acetonitrile). The product is NC1=C(N=C(N1C)C)C#N (5-amino-1,2-dimethyl-1H-imidazole-4-carbonitrile). Isolated yield 55.5%. RXN SMILES: N.C1(C)C=CC(S(O)(=O)=O)=CC=1.[NH2:13][CH:14]([C:17]#[N:18])[C:15]#[N:16].C(OC)(OC)(OC)C.[CH:27]([N:30](CC)[CH:31](C)C)(C)[CH3:28].Cl.CN>C(#N)C>[NH2:16][C:15]1[N:30]([CH3:31])[C:27]([CH3:28])=[N:13][C:14]=1[C:17]#[N:18] |f:1.2,5.6|. Reported procedure: Dry ammonia was bubbled through a stirred solution of aminomalononitrile p-toluenesulfonate (30.0 g, 119 mmol) in anhydrous acetonitrile (800 mL). The reaction warmed slightly, and precipitate formed. The precipitate was removed by filtration, and the filtrate was concentrated to a volume of about 600 mL. Trimethyl orthoacetate (14.3 g, 119 mmol) was added, and the resulting solution was heated at reflux for 30 minutes and then allowed to cool to room temperature. N,N-Diisopropylethylamine (15.3... The reactants are Cl (hydrochloric acid), C[C@@H]1CC2(OCCO2)CC[C@@H]1O (cis-7-methyl-1,4-dioxa-spiro[4.5]-decan-8-ol). Solvent: CC(=O)C (acetone). Conditions: time 16 hour. Product: O[C@@H]1[C@@H](CC(CC1)=O)C (cis-4-hydroxy-3-methyl-cyclohexanone). The yield is 97.2%. RXN SMILES: Cl.[CH3:2][C@H:3]1[C@@H:12]([OH:13])[CH2:11][CH2:10][C:5]2(OCC[O:6]2)[CH2:4]1>CC(C)=O>[OH:13][C@H:12]1[CH2:11][CH2:10][C:5](=[O:6])[CH2:4][C@H:3]1[CH3:2]. Reported procedure: A 1 N hydrochloric acid (250 mL)/acetone (250 mL) mixed solution of cis-7-methyl-1,4-dioxa-spiro[4.5]-decan-8-ol (19.9 g) obtained in Example (14a) was stirred at room temperature for 16 hours. The organic solvent was removed under reduced pressure. The remaining aqueous mixture was subjected to 6 extractions with ethyl acetate. The organic layer was washed with saturated brine, then dried over sodium sulfate, and then concentrated. The residue was dried under reduced pressure to obtain the titl... Reactants: COC(OC)N(C)C, Cc1cc(CC(=O)Nc2ccccc2)on1, CCOc1ccc(N)cc1, Cc1ccccc1. Yields the product CCOc1ccc(NC=C(C(=O)Nc2ccccc2)c2cc(C)no2)cc1. Reaction SMILES: [CH3:17][O:18][CH:19]([O:20][CH3:21])[N:22]([CH3:23])[CH3:24].[CH3:1][c:2]1[n:3][o:4][c:5]([CH2:7][C:8](=[O:9])[NH:10][c:11]2[cH:12][cH:13][cH:14][cH:15][cH:16]2)[cH:6]1.[CH3:25][CH2:26][O:27][c:28]1[cH:29][cH:30][c:31]([NH2:34])[cH:32][cH:33]1.[CH3:35][c:36]1[cH:37][cH:38][cH:39][cH:40][cH:41]1>>[CH3:1][c:2]1[n:3][o:4][c:5]([C:7]([C:8](=[O:9])[NH:10][c:11]2[cH:12][cH:13][cH:14][cH:15][cH:16]2)=[CH:17][NH:34][c:31]2[cH:30][cH:29][c:28]([O:27][CH2:26][CH3:25])[cH:33][cH:32]2)[cH:6]1.